Dataset: the Open Reaction Database (ORD), a public repository of structured organic reaction records. Task: describe an organic reaction: reactants, conditions, products, and yield RXN SMILES: Cl.Cl.[NH2:3][C:4]1[CH:9]=[CH:8][C:7]([CH2:10][CH2:11][CH2:12][N:13]2[CH2:21][CH:20]3[CH:15]([CH2:16][CH2:17][C:18]4[C:25]([O:26]C)=[C:24]([O:28]C)[CH:23]=[CH:22][C:19]=43)[CH2:14]2)=[CH:6][CH:5]=1.B(Br)(Br)[Br:31].CO>C(Cl)Cl>[BrH:31].[BrH:31].[NH2:3][C:4]1[CH:9]=[CH:8][C:7]([CH2:10][CH2:11][CH2:12][N:13]2[CH2:21][CH:20]3[CH:15]([CH2:16][CH2:17][C:18]4[C:25]([OH:26])=[C:24]([OH:28])[CH:23]=[CH:22][C:19]=43)[CH2:14]2)=[CH:6][CH:5]=1 |f:0.1.2,6.7.8|. Procedure details: A solution of the compound of example 16 (0.41 g, 0.92 mmole) in CH2Cl2 (9.2 mL) was stirred under N2 at -78° C. as a solution of BBr3 (0.37 mL, 3.9 mmole) in 2.1 mL of CH2Cl2 was added dropwise. The reaction mixture was stirred for 1 hour at -78° C., 21/4 hr at 0°, and 21/4 hr at room temperature, then was cooled again to -78° as MeOH (7.3 mL) was added slowly. The reaction mixture was allowed to warm to room temperature overnight. The precipitate was filtered, washed with Et2O, and dried (in-v... Yields the product Br.Br.NC1=CC=C(C=C1)CCCN1CC2CCC3=C(C2C1)C=CC(=C3O)O (2-[3-(4-Aminophenyl)-propyl]-2,3,3a,4,5,9b-hexahydro-6,7-dihydroxy-1H-benz[e]isoindole dihydrobromide). Reactants: CO (MeOH), Cl.Cl.NC1=CC=C(C=C1)CCCN1CC2CCC3=C(C2C1)C=CC(=C3OC)OC (2-[3-(4-Aminophenyl)-propyl]-2,3,3a,4,5,9b-hexahydro-6,7-dimethoxy-1H-benz[e]isoindole dihydrochloride), B(Br)(Br)Br (BBr3). Solvent: C(Cl)Cl (CH2Cl2), C(Cl)Cl (CH2Cl2). Run at temperature -78 celsius, time 1 hour. Starting materials: CC(C)C[AlH]CC(C)C, Cc1ccccc1, COC(=O)c1ccc(OCCF)cc1. Product: OCc1ccc(OCCF)cc1. Reaction SMILES: [CH3:15][CH:16]([CH2:17][AlH:18][CH2:19][CH:20]([CH3:21])[CH3:22])[CH3:23].[CH3:24][c:25]1[cH:26][cH:27][cH:28][cH:29][cH:30]1.[F:1][CH2:2][CH2:3][O:4][c:5]1[cH:6][cH:7][c:8]([C:9](=[O:10])[O:11][CH3:12])[cH:13][cH:14]1>>[F:1][CH2:2][CH2:3][O:4][c:5]1[cH:6][cH:7][c:8]([CH2:9][OH:10])[cH:13][cH:14]1. Starting materials: CCOC(C)=O, Cc1cc(C)[nH]n1, Cc1nnc(Cl)c(Cl)c1-c1ccc(Cl)cc1, [H-], [Na+], C1CCOC1. Yields the product Cc1cc(C)n(-c2c(Cl)nnc(C)c2-c2ccc(Cl)cc2)n1. As a reaction SMILES: [CH3:31][CH2:32][O:33][C:34](=[O:35])[CH3:36].[CH3:8][c:9]1[n:10][nH:11][c:12]([CH3:14])[cH:13]1.[Cl:15][c:16]1[cH:17][cH:18][c:19](-[c:22]2[c:23]([Cl:30])[c:24]([Cl:29])[n:25][n:26][c:27]2[CH3:28])[cH:20][cH:21]1.[H-:1].[Na+:2].[O:3]1[CH2:4][CH2:5][CH2:6][CH2:7]1>>[CH3:8][c:9]1[n:10](-[c:23]2[c:22](-[c:19]3[cH:18][cH:17][c:16]([Cl:15])[cH:21][cH:20]3)[c:27]([CH3:28])[n:26][n:25][c:24]2[Cl:29])[n:11][c:12]([CH3:14])[cH:13]1. Starting materials: C1(C=CCCC1)C1=CC=C(C(=O)O)C=C1 (4-cyclohex-2-enyl-benzoic acid), CN(CCN(C=1SC2=C(N1)C=CC(=C2)N)C)C (N*2*-(2-Dimethylamino-ethyl)-N*2*-methyl-benzothiazole-2,6-diamine). Product: C1(C=CCCC1)C1=CC=C(C(=O)NC2=CC3=C(N=C(S3)N(C)CCN(C)C)C=C2)C=C1 (4-Cyclohex-2-enyl-N-{2-[(2-dimethylamino-ethyl)-methyl-amino]-benzothiazol-6-yl}-benzamide), product. The yield is 31.0%. As a reaction SMILES: [CH:1]1([C:7]2[CH:15]=[CH:14][C:10]([C:11]([OH:13])=O)=[CH:9][CH:8]=2)[CH2:6][CH2:5][CH2:4][CH:3]=[CH:2]1.[CH3:16][N:17]([CH3:32])[CH2:18][CH2:19][N:20]([CH3:31])[C:21]1[S:22][C:23]2[CH:29]=[C:28]([NH2:30])[CH:27]=[CH:26][C:24]=2[N:25]=1>>[CH:1]1([C:7]2[CH:8]=[CH:9][C:10]([C:11]([NH:30][C:28]3[CH:27]=[CH:26][C:24]4[N:25]=[C:21]([N:20]([CH2:19][CH2:18][N:17]([CH3:16])[CH3:32])[CH3:31])[S:22][C:23]=4[CH:29]=3)=[O:13])=[CH:14][CH:15]=2)[CH2:6][CH2:5][CH2:4][CH:3]=[CH:2]1. Reported procedure: The title compound is prepared by following General Method A, using 4-cyclohex-2-enyl-benzoic acid (0.079 g, 0.39 mmol), and N*2*-(2-Dimethylamino-ethyl)-N*2*-methyl-benzothiazole-2,6-diamine (0.73 g, 0.30 mmol) to give the product (0.041 g, 31%). LC/MS: Retention time=5.09 min; (m/z): calcd for C25H30N40S (M+H)+: 435.6; found: 435.0. Starting materials: CCc1ccc(I)cn1, C1CCOC1, CON(C)C(=O)c1cn(Cc2cccc(Br)n2)c2ccccc2c1=O, CC(C)[Mg+], [Cl-]. Yields the product CCc1ccc(C(=O)c2cn(Cc3cccc(Br)n3)c3ccccc3c2=O)cn1. Reaction SMILES: [CH2:26]([CH3:27])[c:28]1[n:29][cH:30][c:31]([I:34])[cH:32][cH:33]1.[CH2:40]1[O:41][CH2:42][CH2:43][CH2:44]1.[CH3:1][O:2][N:3]([C:4](=[O:5])[c:6]1[cH:7][n:8]([CH2:17][c:18]2[n:19][c:20]([Br:24])[cH:21][cH:22][cH:23]2)[c:9]2[cH:10][cH:11][cH:12][cH:13][c:14]2[c:15]1=[O:16])[CH3:25].[CH:36]([Mg+:37])([CH3:38])[CH3:39].[Cl-:35]>>[C:4](=[O:5])([c:6]1[cH:7][n:8]([CH2:17][c:18]2[n:19][c:20]([Br:24])[cH:21][cH:22][cH:23]2)[c:9]2[cH:10][cH:11][cH:12][cH:13][c:14]2[c:15]1=[O:16])[c:31]1[cH:30][n:29][c:28]([CH2:26][CH3:27])[cH:33][cH:32]1.